This data is from the Open Reaction Database (ORD), a public repository of structured organic reaction records. The task is: describe an organic reaction: reactants, conditions, products, and yield Reactants: CCOC(=O)Cn1nc(C(F)(F)F)cc1Br, Cl, [Na+], C1CCOC1, [OH-]. The product is O=C(O)Cn1nc(C(F)(F)F)cc1Br. RXN SMILES: [Br:1][c:2]1[cH:3][c:4]([C:13]([F:14])([F:15])[F:16])[n:5][n:6]1[CH2:7][C:8](=[O:9])[O:10][CH2:11][CH3:12].[ClH:19].[Na+:18].[O:20]1[CH2:21][CH2:22][CH2:23][CH2:24]1.[OH-:17]>>[Br:1][c:2]1[cH:3][c:4]([C:13]([F:14])([F:15])[F:16])[n:5][n:6]1[CH2:7][C:8](=[O:9])[OH:10].